Dataset: the Open Reaction Database (ORD), a public repository of structured organic reaction records. Task: describe an organic reaction: reactants, conditions, products, and yield Starting materials: C(C)(=O)O[C@@H]1CC2=CC[C@H]3[C@@H]4CC[C@@H]([C@@]4(C)CC[C@@H]3[C@]2(CC1)CO)OC(C)=O (3β,17β-diacetoxy-19-hydroxyandrost-5-ene), C1(=CC=C(C=C1)S(=O)(=O)Cl)C (p-toluenesulfonyl chloride), O (Water). Solvent: N1=CC=CC=C1 (pyridine). Conditions: time 4 day. Product: C1(=CC=C(C=C1)S(=O)(=O)OC[C@]12CC[C@@H](CC1=CC[C@H]1[C@@H]3CC[C@@H]([C@@]3(C)CC[C@H]21)OC(C)=O)OC(C)=O)C (19-p-Toluenesulfonyloxy-3β,17β-diacetoxyandrost-5-ene). As a reaction SMILES: [C:1]([O:4][C@H:5]1[CH2:22][CH2:21][C@@:20]2([CH2:23][OH:24])[C:7](=[CH:8][CH2:9][C@@H:10]3[C@@H:19]2[CH2:18][CH2:17][C@@:15]2([CH3:16])[C@H:11]3[CH2:12][CH2:13][C@@H:14]2[O:25][C:26](=[O:28])[CH3:27])[CH2:6]1)(=[O:3])[CH3:2].[C:29]1([CH3:39])[CH:34]=[CH:33][C:32]([S:35](Cl)(=[O:37])=[O:36])=[CH:31][CH:30]=1.O>N1C=CC=CC=1>[C:29]1([CH3:39])[CH:34]=[CH:33][C:32]([S:35]([O:24][CH2:23][C@@:20]23[C@@H:19]4[C@H:10]([C@H:11]5[C@@:15]([CH2:17][CH2:18]4)([CH3:16])[C@@H:14]([O:25][C:26](=[O:28])[CH3:27])[CH2:13][CH2:12]5)[CH2:9][CH:8]=[C:7]2[CH2:6][C@@H:5]([O:4][C:1](=[O:3])[CH3:2])[CH2:22][CH2:21]3)(=[O:37])=[O:36])=[CH:31][CH:30]=1. Procedure details: To a solution of 3β,17β-diacetoxy-19-hydroxyandrost-5-ene (14.4g) in pyridine (370ml) at 25° is added p-toluenesulfonyl chloride (38.1g) and the solution is left at 25° for 4 days. Water is then added, and the mixture is extracted with ethyl acetate, and the organic extract is washed successively with water, 5% aqueous hydrochloric acid, 5% aqueous sodium bicarbonate and water, and then dried (Na2SO4) and evaporated in vacuo. The residue is crystallized from methylene chloride-hexane to give the... Starting materials: C([O-])(O)=O.[Na+] (Sodium bicarbonate), N1(CCOCC1)C1=NC(=NC(=C1)CS(=O)(=O)C1=CC=CC=C1)C1=CC=C(C=C1)N ((4-{4-Morpholin-4-yl-6-[(phenylsulfonyl)methyl]pyrimidin-2-yl}phenyl)amine), ClC(=O)OC1=CC=CC=C1 (phenyl chloroformate). Run in O1CCOCC1 (dioxane). Run at time 2 hour. The product is N1(CCOCC1)C1=NC(=NC(=C1)CS(=O)(=O)C1=CC=CC=C1)C1=CC=C(C=C1)NC(OC1=CC=CC=C1)=O (Phenyl (4-{4-morpholin-4-yl-6-[(phenylsulfonyl)methyl]pyrimidin-2-yl}phenyl)carbamate). The yield is 61.0%. As a reaction SMILES: [N:1]1([C:7]2[CH:12]=[C:11]([CH2:13][S:14]([C:17]3[CH:22]=[CH:21][CH:20]=[CH:19][CH:18]=3)(=[O:16])=[O:15])[N:10]=[C:9]([C:23]3[CH:28]=[CH:27][C:26]([NH2:29])=[CH:25][CH:24]=3)[N:8]=2)[CH2:6][CH2:5][O:4][CH2:3][CH2:2]1.C(=O)(O)[O-].[Na+].Cl[C:36]([O:38][C:39]1[CH:44]=[CH:43][CH:42]=[CH:41][CH:40]=1)=[O:37]>O1CCOCC1>[N:1]1([C:7]2[CH:12]=[C:11]([CH2:13][S:14]([C:17]3[CH:18]=[CH:19][CH:20]=[CH:21][CH:22]=3)(=[O:15])=[O:16])[N:10]=[C:9]([C:23]3[CH:24]=[CH:25][C:26]([NH:29][C:36](=[O:37])[O:38][C:39]4[CH:44]=[CH:43][CH:42]=[CH:41][CH:40]=4)=[CH:27][CH:28]=3)[N:8]=2)[CH2:2][CH2:3][O:4][CH2:5][CH2:6]1 |f:1.2|. Procedure details: (4-{4-Morpholin-4-yl-6-[(phenylsulfonyl)methyl]pyrimidin-2-yl}phenyl)amine (1 g, 2.44 mmol) was dissolved in dioxane (10 mL). Sodium bicarbonate (307 mg, 3.65 mmol) was added, followed by phenyl chloroformate (0.307 mL, 2.44 mmol) and the reaction stirred at room temperature for 2 hours. The solvent was removed in vacuo, and the resultant oil partitioned between 10 mL DCM and 10 mL water. The organic phase was dried over magnesium sulphate, filtered and concentrated in vacuo. The cream solid obt... RXN SMILES: [C:1](#[N:2])[c:3]1[cH:4][cH:5][c:6]([CH2:7][NH:8][C:9]([CH:10]([O:11][CH2:12][CH3:13])[c:14]2[c:15]([F:26])[cH:16][c:17](-[c:21]3[o:22][cH:23][cH:24][cH:25]3)[cH:18][c:19]2[F:20])=[O:27])[cH:28][cH:29]1.[ClH:30].[NH2:31][OH:32]>>[C:1](=[NH:2])([c:3]1[cH:4][cH:5][c:6]([CH2:7][NH:8][C:9]([CH:10]([O:11][CH2:12][CH3:13])[c:14]2[c:15]([F:26])[cH:16][c:17](-[c:21]3[o:22][cH:23][cH:24][cH:25]3)[cH:18][c:19]2[F:20])=[O:27])[cH:28][cH:29]1)[NH:31][OH:32]. Starting materials: CCOC(C(=O)NCc1ccc(C#N)cc1)c1c(F)cc(-c2ccco2)cc1F, Cl, NO. The product is CCOC(C(=O)NCc1ccc(C(=N)NO)cc1)c1c(F)cc(-c2ccco2)cc1F. Starting materials: COC(=O)C1CC(S(=O)(=O)c2ccccc2C(F)(F)F)CN1c1cc(C)n(C)n1, [Li+], [OH-]. The product is Cc1cc(N2CC(S(=O)(=O)c3ccccc3C(F)(F)F)CC2C(=O)O)nn1C. As a reaction SMILES: [CH3:1][O:2][C:3](=[O:4])[CH:5]1[N:6]([c:23]2[n:24][n:25]([CH3:29])[c:26]([CH3:28])[cH:27]2)[CH2:7][CH:8]([S:10](=[O:11])(=[O:12])[c:13]2[c:14]([C:19]([F:20])([F:21])[F:22])[cH:15][cH:16][cH:17][cH:18]2)[CH2:9]1.[Li+:30].[OH-:31]>>[O:2]=[C:3]([OH:4])[CH:5]1[N:6]([c:23]2[n:24][n:25]([CH3:29])[c:26]([CH3:28])[cH:27]2)[CH2:7][CH:8]([S:10](=[O:11])(=[O:12])[c:13]2[c:14]([C:19]([F:20])([F:21])[F:22])[cH:15][cH:16][cH:17][cH:18]2)[CH2:9]1. The reactants are CS(=O)(=O)C1=CC=C(C=C1)C1=NC(=NC(=C1)C(F)(F)F)NC=O (4-[4-(methylsulfonyl)phenyl]-6-(trifluoromethyl)pyrimidin-2-ylformamide), [H-].[Na+] (sodium hydride), CN(C=O)C (dimethylformamide), Cl.ClCC=1N=CNC1C (4-(chloromethyl)-5-methyl-1H-imidazole, hydrochloride). Conditions: time 30 minute. Yields the product CC1=C(N=CN1)C(=O)N(C1=NC(=CC(=N1)C1=CC=C(C=C1)S(=O)(=O)C)C(F)(F)F)C ((5-methyl-1H-imidazol-4-yl)methyl[4-[4-(methylsulfonyl)phenyl]-6-(trifluoromethyl)pyrimidin-2yl]formamide). As a reaction SMILES: [CH3:1][S:2]([C:5]1[CH:10]=[CH:9][C:8]([C:11]2[CH:16]=[C:15]([C:17]([F:20])([F:19])[F:18])[N:14]=[C:13]([NH:21][CH:22]=[O:23])[N:12]=2)=[CH:7][CH:6]=1)(=[O:4])=[O:3].[H-].[Na+].Cl.Cl[CH2:28][C:29]1[N:30]=[CH:31][NH:32][C:33]=1C.[CH3:35]N(C)C=O>>[CH3:28][C:29]1[NH:30][CH:31]=[N:32][C:33]=1[C:22]([N:21]([CH3:35])[C:13]1[N:12]=[C:11]([C:8]2[CH:9]=[CH:10][C:5]([S:2]([CH3:1])(=[O:3])=[O:4])=[CH:6][CH:7]=2)[CH:16]=[C:15]([C:17]([F:19])([F:20])[F:18])[N:14]=1)=[O:23] |f:1.2,3.4|. Procedure: To a stirred solution of 4-[4-(methylsulfonyl)phenyl]-6-(trifluoromethyl)pyrimidin-2-ylformamide (0.5 g, 1.54 mmol) in dry dimethylformamide (10 ml) under N2 was added sodium hydride (60% dispersion in oil, 0.16 g). The mixture was stirred for 30 mins, 4-(chloromethyl)-5-methyl-1H-imidazole, hydrochloride (0.283 g) was added and stirring was then continued at room temp for 18 h. The mixture was then partitioned between water and ethyl acetate. The extracts were dried (Na2SO4) and evaporated. The... The reactants are ClCC1=NNC(C2=CC=CC=C12)=O (4-chloromethyl-2H-phthalazin-1-one), NCCNC(CCC1=NC(=NO1)C1=CC=C(C=C1)OC)=O (N-(2-amino-ethyl)-3-[3-(4-methoxy-phenyl)-[1,2,4]oxadiazol-5-yl]-propionamide), CCN(C(C)C)C(C)C (DIPEA). Solvent: CN(C)C=O (DMF). Reaction conditions: time 8 hour. Yields the product COC1=CC=C(C=C1)C1=NOC(=N1)CCC(=O)NCCNCC1=NNC(C2=CC=CC=C12)=O (3-[3-(4-methoxy-phenyl)-[1,2,4]oxadiazol-5-yl]-N-{2-[(4-oxo-3,4-dihydro-phthalazin-1-ylmethyl)-amino]-ethyl}-propionamide). As a reaction SMILES: Cl[CH2:2][C:3]1[C:12]2[C:7](=[CH:8][CH:9]=[CH:10][CH:11]=2)[C:6](=[O:13])[NH:5][N:4]=1.[NH2:14][CH2:15][CH2:16][NH:17][C:18](=[O:34])[CH2:19][CH2:20][C:21]1[O:25][N:24]=[C:23]([C:26]2[CH:31]=[CH:30][C:29]([O:32][CH3:33])=[CH:28][CH:27]=2)[N:22]=1.CCN(C(C)C)C(C)C>CN(C=O)C>[CH3:33][O:32][C:29]1[CH:30]=[CH:31][C:26]([C:23]2[N:22]=[C:21]([CH2:20][CH2:19][C:18]([NH:17][CH2:16][CH2:15][NH:14][CH2:2][C:3]3[C:12]4[C:7](=[CH:8][CH:9]=[CH:10][CH:11]=4)[C:6](=[O:13])[NH:5][N:4]=3)=[O:34])[O:25][N:24]=2)=[CH:27][CH:28]=1. Procedure: To a solution of 4-chloromethyl-2H-phthalazin-1-one (9.7 mg, 0.05 mmol) in DMF (200 μL), N-(2-amino-ethyl)-3-[3-(4-methoxy-phenyl)-[1,2,4]oxadiazol-5-yl]-propionamide (14.4 mg, 0.05 mmol) and DIPEA (9 μL, 0.05 mmol) were added. The mixture was stirred overnight at rt and directly applied to preparative HPLC. The purity was determined by RPLC/MS. Starting materials: CNC=1C=C(C=CC1)C#CC#C (1-[3-(N-methylamino)phenyl]-1,3-butadiyne), FC(C=1C=C(C=C(C1)C(F)(F)F)I)(F)F (3,5-bis(trifluoromethyl) iodobenzene), C1=CC=CC=C1 (benzene). Reagents/catalysts: C1=CC=C(C=C1)P(C2=CC=CC=C2)C3=CC=CC=C3.C1=CC=C(C=C1)P(C2=CC=CC=C2)C3=CC=CC=C3.Cl[Pd]Cl (bis(triphenylphosphine)palladium (II) chloride), [Cu]Cl (copper (I) chloride). Solvent: CN(C)C (trimethylamine). Conditions: time 13 hour. The product is CNC=1C=C(C=CC1)C#CC#CC1=CC(=CC(=C1)C(F)(F)F)C(F)(F)F (1-[3-(N-methylamino)phenyl]-4-[3,5-bis(trifluoromethyl)phenyl]-1,3-butadiyne). Isolated yield 76.7%. RXN SMILES: [CH3:1][NH:2][C:3]1[CH:4]=[C:5]([C:9]#[C:10][C:11]#[CH:12])[CH:6]=[CH:7][CH:8]=1.[F:13][C:14]([F:27])([F:26])[C:15]1[CH:16]=[C:17](I)[CH:18]=[C:19]([C:21]([F:24])([F:23])[F:22])[CH:20]=1.C1C=CC=CC=1>CN(C)C.C1C=CC(P(C2C=CC=CC=2)C2C=CC=CC=2)=CC=1.C1C=CC(P(C2C=CC=CC=2)C2C=CC=CC=2)=CC=1.Cl[Pd]Cl.[Cu]Cl>[CH3:1][NH:2][C:3]1[CH:4]=[C:5]([C:9]#[C:10][C:11]#[C:12][C:17]2[CH:18]=[C:19]([C:21]([F:24])([F:22])[F:23])[CH:20]=[C:15]([C:14]([F:13])([F:27])[F:26])[CH:16]=2)[CH:6]=[CH:7][CH:8]=1 |f:4.5.6|. Procedure details: 320 mg of the thus-obtained 1-[3-(N-methylamino)phenyl]-1,3-butadiyne and 700 mg of 3,5-bis(trifluoromethyl) iodobenzene were dissolved in 30 ml of trimethylamine in an atmosphere of argon, and 14 mg of bis(triphenylphosphine)palladium (II) chloride and 4 mg of copper (I) chloride were then rapidly added to the reaction mixture. After the solution had been stirred at room temperature for 13 hours, 50 ml of benzene were added thereto, and the solvent was then evaporated. The residue was neutraliz...